This data is from the Open Reaction Database (ORD), a public repository of structured organic reaction records. The task is: describe an organic reaction: reactants, conditions, products, and yield Reactants: C12C(C(C(CC1)C2)=O)=O (bicyclo[2.2.1]heptane-2,3-dione), COP(OC)(=O)CC(CC1CC1)=O ((3-cyclopropyl-2-oxo-propyl)-phosphonic acid dimethyl ester), O.NN (hydrazine monohydrate). Product: C1(CC1)CC=1N=NC=2C3CCC(C2C1)C3 ((1SR,8RS)-5-Cyclopropylmethyl-3,4-diaza-tricyclo[6.2.1.02,7]undeca-2(7),3,5-triene). As a reaction SMILES: [CH:1]12[CH2:7][CH:4]([CH2:5][CH2:6]1)[C:3](=O)[C:2]2=O.COP([CH2:16][C:17](=O)[CH2:18][CH:19]1[CH2:21][CH2:20]1)(=O)OC.O.[NH2:24][NH2:25]>>[CH:19]1([CH2:18][C:17]2[N:24]=[N:25][C:2]3[CH:1]4[CH2:7][CH:4]([C:3]=3[CH:16]=2)[CH2:5][CH2:6]4)[CH2:21][CH2:20]1 |f:2.3|. Procedure: light brow oil. MS (ESI): 201.1 (MH+). Prepared from bicyclo[2.2.1]heptane-2,3-dione, (3-cyclopropyl-2-oxo-propyl)-phosphonic acid dimethyl ester, hydrazine monohydrate. The reactants are COC(=O)c1ccc2c(c1)[nH]c1ncnc(N3CCOC(CNC(=O)OC(C)(C)C)C3)c12, CO, ClCCl, [Na+], [OH-]. The product is CC(C)(C)OC(=O)NCC1CN(c2ncnc3[nH]c4cc(C(=O)O)ccc4c23)CCO1. Reaction SMILES: [CH3:1][O:2][C:3](=[O:4])[c:5]1[cH:6][cH:7][c:8]2[c:9]3[c:10]([nH:11][c:12]2[cH:13]1)[n:14][cH:15][n:16][c:17]3[N:18]1[CH2:19][CH:20]([CH2:24][NH:25][C:26](=[O:27])[O:28][C:29]([CH3:30])([CH3:31])[CH3:32])[O:21][CH2:22][CH2:23]1.[CH3:38][OH:39].[Cl:35][CH2:36][Cl:37].[Na+:34].[OH-:33]>>[O:2]=[C:3]([OH:4])[c:5]1[cH:6][cH:7][c:8]2[c:9]3[c:10]([nH:11][c:12]2[cH:13]1)[n:14][cH:15][n:16][c:17]3[N:18]1[CH2:19][CH:20]([CH2:24][NH:25][C:26](=[O:27])[O:28][C:29]([CH3:30])([CH3:31])[CH3:32])[O:21][CH2:22][CH2:23]1.